From a dataset of the Open Reaction Database (ORD), a public repository of structured organic reaction records. describe an organic reaction: reactants, conditions, products, and yield Reactants: Nc1cccc(-c2cccc(-n3c(=O)c(Cc4cccnc4)nc4cccnc43)c2)c1, O=C1OC(=O)c2ccccc21, C1COCCO1, O. The product is O=C(O)c1ccccc1C(=O)Nc1cccc(-c2cccc(-n3c(=O)c(Cc4cccnc4)nc4cccnc43)c2)c1. RXN SMILES: [NH2:1][c:2]1[cH:3][c:4](-[c:8]2[cH:9][c:10](-[n:14]3[c:15]4[c:16]([n:17][c:18]([CH2:21][c:22]5[cH:23][n:24][cH:25][cH:26][cH:27]5)[c:19]3=[O:20])[cH:28][cH:29][cH:30][n:31]4)[cH:11][cH:12][cH:13]2)[cH:5][cH:6][cH:7]1.[O:32]=[C:33]1[O:34][C:35](=[O:36])[c:37]2[cH:38][cH:39][cH:40][cH:41][c:42]21.[O:43]1[CH2:44][CH2:45][O:46][CH2:47][CH2:48]1.[OH2:49]>>[NH:1]([c:2]1[cH:3][c:4](-[c:8]2[cH:9][c:10](-[n:14]3[c:15]4[c:16]([n:17][c:18]([CH2:21][c:22]5[cH:23][n:24][cH:25][cH:26][cH:27]5)[c:19]3=[O:20])[cH:28][cH:29][cH:30][n:31]4)[cH:11][cH:12][cH:13]2)[cH:5][cH:6][cH:7]1)[C:35](=[O:36])[c:37]1[cH:38][cH:39][cH:40][cH:41][c:42]1[C:33](=[O:32])[OH:34]. Starting materials: COC(=O)c1sc(-c2cccc(Cl)c2)cc1N, Cc1ccccc1, C=CCOC(=O)Cl. Yields the product C=CCOC(=O)Nc1cc(-c2cccc(Cl)c2)sc1C(=O)OC. As a reaction SMILES: [CH3:1][O:2][C:3](=[O:4])[c:5]1[s:6][c:7](-[c:11]2[cH:12][c:13]([Cl:17])[cH:14][cH:15][cH:16]2)[cH:8][c:9]1[NH2:10].[CH3:25][c:26]1[cH:27][cH:28][cH:29][cH:30][cH:31]1.[Cl:18][C:19](=[O:20])[O:21][CH2:22][CH:23]=[CH2:24]>>[CH3:1][O:2][C:3](=[O:4])[c:5]1[s:6][c:7](-[c:11]2[cH:12][c:13]([Cl:17])[cH:14][cH:15][cH:16]2)[cH:8][c:9]1[NH:10][C:19](=[O:20])[O:21][CH2:22][CH:23]=[CH2:24].